describe an organic reaction: reactants, conditions, products, and yield From a dataset of the Open Reaction Database (ORD), a public repository of structured organic reaction records. The reactants are CCCCCCCCBr, CCCCCCCCOc1cc2c(c(F)n1)CC(c1ccc(O)cn1)CC2, [H-], [Na+], CN(C)C=O, O. Yields the product CCCCCCCCOc1ccc(C2CCc3cc(OCCCCCCCC)nc(F)c3C2)nc1. RXN SMILES: [CH2:30]([CH2:31][CH2:32][CH2:33][CH2:34][CH2:35][CH2:36][CH3:37])[Br:38].[F:1][c:2]1[n:3][c:4]([O:19][CH2:20][CH2:21][CH2:22][CH2:23][CH2:24][CH2:25][CH2:26][CH3:27])[cH:5][c:6]2[c:11]1[CH2:10][CH:9]([c:12]1[n:13][cH:14][c:15]([OH:18])[cH:16][cH:17]1)[CH2:8][CH2:7]2.[H-:28].[Na+:29].[O:40]=[CH:41][N:42]([CH3:43])[CH3:44].[OH2:39]>>[F:1][c:2]1[n:3][c:4]([O:19][CH2:20][CH2:21][CH2:22][CH2:23][CH2:24][CH2:25][CH2:26][CH3:27])[cH:5][c:6]2[c:11]1[CH2:10][CH:9]([c:12]1[n:13][cH:14][c:15]([O:18][CH2:30][CH2:31][CH2:32][CH2:33][CH2:34][CH2:35][CH2:36][CH3:37])[cH:16][cH:17]1)[CH2:8][CH2:7]2. The reactants are CCCCCCN1CC2C(C1)C2(C)c1cccc(N)c1, CN(C)c1ccncc1, O=S(=O)(Cl)C(F)(F)F, c1ccncc1. Yields the product CCCCCCN1CC2C(C1)C2(C)c1cccc(NS(=O)(=O)C(F)(F)F)c1. Reaction SMILES: [CH2:1]([CH2:2][CH2:3][CH2:4][CH2:5][CH3:6])[N:7]1[CH2:8][CH:9]2[C:10]([CH3:13])([c:14]3[cH:15][c:16]([NH2:20])[cH:17][cH:18][cH:19]3)[CH:11]2[CH2:12]1.[CH3:35][N:36]([CH3:37])[c:38]1[cH:39][cH:40][n:41][cH:42][cH:43]1.[F:21][C:22]([S:23](=[O:24])(=[O:25])[Cl:26])([F:27])[F:28].[cH:29]1[cH:30][cH:31][n:32][cH:33][cH:34]1>>[CH2:1]([CH2:2][CH2:3][CH2:4][CH2:5][CH3:6])[N:7]1[CH2:8][CH:9]2[C:10]([CH3:13])([c:14]3[cH:15][c:16]([NH:20][S:23]([C:22]([F:21])([F:27])[F:28])(=[O:24])=[O:25])[cH:17][cH:18][cH:19]3)[CH:11]2[CH2:12]1. The reactants are CCCn1c(=O)c2[nH]c(Cc3ccc(F)cc3)nc2n(CCc2ccc([N+](=O)[O-])cc2)c1=O, [H][H], NN, O, [Pd]. Product: CCCn1c(=O)c2[nH]c(Cc3ccc(F)cc3)nc2n(CCc2ccc(N)cc2)c1=O. RXN SMILES: [F:1][c:2]1[cH:3][cH:4][c:5]([CH2:6][c:7]2[n:8][c:9]3[n:10]([CH2:21][CH2:22][c:23]4[cH:24][cH:25][c:26]([N+:29]([O-:30])=[O:31])[cH:27][cH:28]4)[c:11](=[O:20])[n:12]([CH2:17][CH2:18][CH3:19])[c:13](=[O:16])[c:14]3[nH:15]2)[cH:32][cH:33]1.[H:37][H:38].[NH2:35][NH2:36].[OH2:34].[Pd:39]>>[F:1][c:2]1[cH:3][cH:4][c:5]([CH2:6][c:7]2[n:8][c:9]3[n:10]([CH2:21][CH2:22][c:23]4[cH:24][cH:25][c:26]([NH2:29])[cH:27][cH:28]4)[c:11](=[O:20])[n:12]([CH2:17][CH2:18][CH3:19])[c:13](=[O:16])[c:14]3[nH:15]2)[cH:32][cH:33]1. Starting materials: C1CNCCN1, O=C(O)c1c(=O)c2cc(F)c(Cl)cc2n2ccsc12, c1ccncc1. Yields the product O=C(O)c1c(=O)c2cc(F)c(N3CCNCC3)cc2n2ccsc12. Reaction SMILES: [CH2:20]1[CH2:21][NH:22][CH2:23][CH2:24][NH:25]1.[Cl:1][c:2]1[c:3]([F:19])[cH:4][c:5]2[c:6](=[O:18])[c:7]([C:15](=[O:16])[OH:17])[c:8]3[n:9]([c:10]2[cH:11]1)[cH:12][cH:13][s:14]3.[cH:26]1[cH:27][cH:28][n:29][cH:30][cH:31]1>>[c:2]1([N:22]2[CH2:21][CH2:20][NH:25][CH2:24][CH2:23]2)[c:3]([F:19])[cH:4][c:5]2[c:6](=[O:18])[c:7]([C:15](=[O:16])[OH:17])[c:8]3[n:9]([c:10]2[cH:11]1)[cH:12][cH:13][s:14]3. Starting materials: COC(=O)C(C)=Cc1ccc2c(c1)OCCn1cc(-c3ncnn3C(C)C)nc1-2, [H][H]. Yields the product COC(=O)C(C)Cc1ccc2c(c1)OCCn1cc(-c3ncnn3C(C)C)nc1-2. RXN SMILES: [CH3:1][O:2][C:3]([C:4](=[CH:5][c:6]1[cH:7][c:8]2[c:9]([cH:26][cH:27]1)-[c:10]1[n:11][c:12](-[c:18]3[n:19]([CH:23]([CH3:24])[CH3:25])[n:20][cH:21][n:22]3)[cH:13][n:14]1[CH2:15][CH2:16][O:17]2)[CH3:28])=[O:29].[H:30][H:31]>>[CH3:1][O:2][C:3]([CH:4]([CH2:5][c:6]1[cH:7][c:8]2[c:9]([cH:26][cH:27]1)-[c:10]1[n:11][c:12](-[c:18]3[n:19]([CH:23]([CH3:24])[CH3:25])[n:20][cH:21][n:22]3)[cH:13][n:14]1[CH2:15][CH2:16][O:17]2)[CH3:28])=[O:29].